This data is from the Open Reaction Database (ORD), a public repository of structured organic reaction records. The task is: describe an organic reaction: reactants, conditions, products, and yield Reactants: C(C)(C)N(CCC(C#N)(C1=CC=CC=C1)CCN(C(C)C)C(C)C)C(C)C (α,α-bis[2-(diisopropylamino)ethyl]-α-phenylacetonitrile), [OH-].[Na+] (sodium hydroxide). The solvent is S(O)(O)(=O)=O (sulfuric acid). Reaction conditions: temperature 0 celsius. The product is C(C)(C)N(CCC(C(=O)N)(C1=CC=CC=C1)CCN(C(C)C)C(C)C)C(C)C (α,α-bis[2-(diisopropylamino)ethyl]-α-phenylacetamide). As a reaction SMILES: [CH:1]([N:4]([CH:25]([CH3:27])[CH3:26])[CH2:5][CH2:6][C:7]([CH2:16][CH2:17][N:18]([CH:22]([CH3:24])[CH3:23])[CH:19]([CH3:21])[CH3:20])([C:10]1[CH:15]=[CH:14][CH:13]=[CH:12][CH:11]=1)[C:8]#[N:9])([CH3:3])[CH3:2].[OH-:28].[Na+]>S(=O)(=O)(O)O>[CH:22]([N:18]([CH:19]([CH3:21])[CH3:20])[CH2:17][CH2:16][C:7]([CH2:6][CH2:5][N:4]([CH:1]([CH3:2])[CH3:3])[CH:25]([CH3:27])[CH3:26])([C:10]1[CH:11]=[CH:12][CH:13]=[CH:14][CH:15]=1)[C:8]([NH2:9])=[O:28])([CH3:24])[CH3:23] |f:1.2|. Procedure details: 2 Parts of α,α-bis[2-(diisopropylamino)ethyl]-α-phenylacetonitrile is dissolved in 20 parts by volume of concentrated sulfuric acid and the resulting solution heated on a steam bath for about 90 minutes. The solution is then cooled to about 0° C. and made alkaline by the addition of dilute sodium hydroxide. The alkaline solution is extracted with ether, the ether extract dried over calcium sulfate and stripped of solvent to afford α,α-bis[2-(diisopropylamino)ethyl]-α-phenylacetamide, melting at ... The reactants are BrCCBr (1,2-dibromoethane), [Cl-].[NH4+] (ammonium chloride), C(#N)C1=CC=C(CBr)C=C1 (p-cyanobenzylbromide), C(C1=CC=CC=C1)(C1=CC=CC=C1)(C1=CC=CC=C1)N1C=NC(=C1)I (1-trityl-4-iodoimidazole). Reagents/catalysts: [Zn] (Zn). The solvent is C(Cl)(Cl)Cl (chloroform), C1CCOC1 (THF), C1CCOC1 (THF), C(Cl)(Cl)Cl (chloroform). Run at time 3 hour. Yields the product C(C1=CC=CC=C1)(C1=CC=CC=C1)(C1=CC=CC=C1)N1C=NC(=C1)CC1=CC=C(C=C1)C#N (1-Trityl-4-(4-cyanobenzyl)imidazole). As a reaction SMILES: BrCCBr.[C:5]([C:7]1[CH:14]=[CH:13][C:10]([CH2:11]Br)=[CH:9][CH:8]=1)#[N:6].[C:15]([N:34]1[CH:38]=[C:37](I)[N:36]=[CH:35]1)([C:28]1[CH:33]=[CH:32][CH:31]=[CH:30][CH:29]=1)([C:22]1[CH:27]=[CH:26][CH:25]=[CH:24][CH:23]=1)[C:16]1[CH:21]=[CH:20][CH:19]=[CH:18][CH:17]=1.[Cl-].[NH4+]>C1COCC1.[Zn].C(Cl)(Cl)Cl>[C:15]([N:34]1[CH:38]=[C:37]([CH2:11][C:10]2[CH:13]=[CH:14][C:7]([C:5]#[N:6])=[CH:8][CH:9]=2)[N:36]=[CH:35]1)([C:22]1[CH:23]=[CH:24][CH:25]=[CH:26][CH:27]=1)([C:28]1[CH:33]=[CH:32][CH:31]=[CH:30][CH:29]=1)[C:16]1[CH:21]=[CH:20][CH:19]=[CH:18][CH:17]=1 |f:3.4|. Procedure details: To an oven dried 500 ml flask was added Zn (92 mmol, 5.96 g) and then 45 mL of distilled THF via syringe. To this well stirred mixture was added 1,2-dibromoethane (9.2 mmol, 1.72 g) via pipet. This mixture was stirred at ambient temperature for 3 hr and then a solution of p-cyanobenzylbromide (59.5 mmol, 11.68 g) in THF (50 mL) was added via addition funnel over 20 minutes. The resulting mixture was stirred at ambient temperature for 6 hr. Then a mixture of 1-trityl-4-iodoimidazole (45.8 mmol, 2... The reactants are ClC1=C(C2=C(N=C1)NC=C2)C=O (5-chloro-1H-pyrrolo[2,3-b]pyridine-4-carbaldehyde), C1(CCCCC1)[Mg]Cl (cyclohexylmagnesium chloride), C1(CCCCC1)[Mg]Cl (cyclohexylmagnesium chloride), O (Water). Solvent: C1CCOC1 (THF). Conditions: time 2 hour. Product: ClC=1C(=C2C(=NC1)NC=C2)C(O)C2CCCCC2 ((5-chloro-1H-pyrrolo[2,3-b]pyridin-4-yl)(cyclohexyl)methanol), solid. Isolated yield 45.0%. Reaction SMILES: [Cl:1][C:2]1[CH:7]=[N:6][C:5]2[NH:8][CH:9]=[CH:10][C:4]=2[C:3]=1[CH:11]=[O:12].[CH:13]1([Mg]Cl)[CH2:18][CH2:17][CH2:16][CH2:15][CH2:14]1.O>C1COCC1>[Cl:1][C:2]1[C:3]([CH:11]([CH:13]2[CH2:18][CH2:17][CH2:16][CH2:15][CH2:14]2)[OH:12])=[C:4]2[CH:10]=[CH:9][NH:8][C:5]2=[N:6][CH:7]=1. Reported procedure: To a solution of 5-chloro-1H-pyrrolo[2,3-b]pyridine-4-carbaldehyde (3.0 g, 16 mmol, Adesis) in THF (100 mL) at about 0° C. was added cyclohexylmagnesium chloride (2 M in Et2O, 22.8 mL, 45.7 mmol). The reaction mixture was stirred at ambient temperature for about 2 h, then additional cyclohexylmagnesium chloride (2 M in Et2O, 8.3 mL, 16.6 mmol) was added. The reaction mixture was stirred at ambient temperature for about 16 h. Water (10 mL) was added to quench the reaction and the volatiles were r... Starting materials: Cc1n[nH]c(-c2ccccc2)c1N, O=C(Cl)c1ccc(C(F)(F)F)cc1, c1ccncc1. Yields the product Cc1n[nH]c(-c2ccccc2)c1NC(=O)c1ccc(C(F)(F)F)cc1. Reaction SMILES: [CH3:14][c:15]1[n:16][nH:17][c:18](-[c:21]2[cH:22][cH:23][cH:24][cH:25][cH:26]2)[c:19]1[NH2:20].[F:1][C:2]([c:3]1[cH:4][cH:5][c:6]([C:7](=[O:8])[Cl:9])[cH:10][cH:11]1)([F:12])[F:13].[cH:27]1[cH:28][cH:29][n:30][cH:31][cH:32]1>>[F:1][C:2]([c:3]1[cH:4][cH:5][c:6]([C:7](=[O:8])[NH:20][c:19]2[c:15]([CH3:14])[n:16][nH:17][c:18]2-[c:21]2[cH:22][cH:23][cH:24][cH:25][cH:26]2)[cH:10][cH:11]1)([F:12])[F:13]. Reactants: NC[C@H]1N(CCC[C@H]1C)C(=O)C1=C(C=CC(=C1)C)C=1C=NN(C1)C (((2S,3R)-2-(aminomethyl)-3-methylpiperidin-1-yl)(5-methyl-2-(1-methyl-1H-pyrazol-4-yl)phenyl)methanone), BrC1=NC=C(C=C1F)Cl (2-bromo-5-chloro-3-fluoropyridine). The product is ClC=1C=C(C(=NC1)NC[C@H]1N(CCC[C@H]1C)C(=O)C1=C(C=CC(=C1)C)C=1C=NN(C1)C)F (((2S,3R)-2-(((5-Chloro-3-fluoropyridin-2-yl)amino)methyl)-3-methylpiperidin-1-yl)(5-methyl-2-(1-methyl-1H-pyrazol-4-yl)phenyl)methanone). Reaction SMILES: [NH2:1][CH2:2][C@@H:3]1[C@H:8]([CH3:9])[CH2:7][CH2:6][CH2:5][N:4]1[C:10]([C:12]1[CH:17]=[C:16]([CH3:18])[CH:15]=[CH:14][C:13]=1[C:19]1[CH:20]=[N:21][N:22]([CH3:24])[CH:23]=1)=[O:11].Br[C:26]1[C:31]([F:32])=[CH:30][C:29]([Cl:33])=[CH:28][N:27]=1>>[Cl:33][C:29]1[CH:30]=[C:31]([F:32])[C:26]([NH:1][CH2:2][C@@H:3]2[C@H:8]([CH3:9])[CH2:7][CH2:6][CH2:5][N:4]2[C:10]([C:12]2[CH:17]=[C:16]([CH3:18])[CH:15]=[CH:14][C:13]=2[C:19]2[CH:20]=[N:21][N:22]([CH3:24])[CH:23]=2)=[O:11])=[N:27][CH:28]=1. Reported procedure: The title compound was prepared following the same general protocol as described for Example A44 using ((2S,3R)-2-(aminomethyl)-3-methylpiperidin-1-yl)(5-methyl-2-(1-methyl-1H-pyrazol-4-yl)phenyl)methanone and 2-bromo-5-chloro-3-fluoropyridine. ESI-MS (m/z): 456 [M+1]+.